This data is from the Open Reaction Database (ORD), a public repository of structured organic reaction records. The task is: describe an organic reaction: reactants, conditions, products, and yield The product is CC1(C(C1C=CC(=O)OCC1CC1)C(=O)O)C (2,2-dimethyl-3-(3-cyclopropylmethoxy-3-oxo-1-propenyl) cyclopropane-carboxylic acid), CC1(C(C1C=CC(=O)OCC1CC1)C(=O)[O-])C (2,2-dimethyl-3-(3-cyclopropylmethoxy-3-oxo-1-propenyl)-cyclopropane-carboxylate). Reaction SMILES: [CH3:1][C:2]1([CH3:17])[CH:4]([CH:5]=[CH:6][C:7]([O:9][CH2:10][CH:11]2[CH2:13][CH2:12]2)=[O:8])[CH:3]1[C:14]([OH:16])=[O:15]>C(Cl)(Cl)Cl>[CH3:1][C:2]1([CH3:17])[CH:4]([CH:5]=[CH:6][C:7]([O:9][CH2:10][CH:11]2[CH2:13][CH2:12]2)=[O:8])[CH:3]1[C:14]([OH:16])=[O:15].[CH3:1][C:2]1([CH3:17])[CH:4]([CH:5]=[CH:6][C:7]([O:9][CH2:10][CH:11]2[CH2:13][CH2:12]2)=[O:8])[CH:3]1[C:14]([O-:16])=[O:15]. Reactants: CC1(C(C1C=CC(=O)OCC1CC1)C(=O)O)C (2,2-dimethyl-3-(3-cyclopropylmethoxy-3-oxo-1-propenyl) cyclopropane-carboxylic acid), 1R-(3-phenoxy-phenyl)-ethanol. Solvent: C(Cl)(Cl)Cl (chloroform). Procedure: Using the procedure of Example 9, (1R, cis, ΔZ) 2,2-dimethyl-3-(3-cyclopropymethoxy-3-oxo-1-propenyl)-cyclopropane-carboxylic acid and 1R-(3-phenoxy-phenyl)-ethanol were reacted to obtain 1R-(3-phenoxy-phenyl)-ethyl-(1R, cis, ΔZ) 2,2-dimethyl-3-(3-cyclopropylmethoxy-3-oxo-1-propenyl)-cyclopropane-carboxylate with a specific rotation of a [α]D20 =121°±3° (c=0.6% in chloroform. Reported procedure: A solution of 4-bromophenylsulphonyl chloride (7.68 g) in dichloromethane (100 ml) was added dropwise over a period of 30 minutes to a solution of 4-(ethoxycarbonyl)piperidine (4.71 g) in dichloromethane (50 ml) at 0° C. and under argon. The mixture was stirred overnight during which time it was allowed to warm to room temperature. The organic phase was washed with water, brine, dried and evaporated to give a solid. This solid was triturated in petroleum ether (bp 40-60° C.) to give 1-(4-bromoph... As a reaction SMILES: [Br:1][C:2]1[CH:7]=[CH:6][C:5]([S:8](Cl)(=[O:10])=[O:9])=[CH:4][CH:3]=1.[CH2:12]([O:14][C:15]([CH:17]1[CH2:22][CH2:21][NH:20][CH2:19][CH2:18]1)=[O:16])[CH3:13]>ClCCl>[Br:1][C:2]1[CH:7]=[CH:6][C:5]([S:8]([N:20]2[CH2:21][CH2:22][CH:17]([C:15]([O:14][CH2:12][CH3:13])=[O:16])[CH2:18][CH2:19]2)(=[O:10])=[O:9])=[CH:4][CH:3]=1. Solvent: ClCCl (dichloromethane), ClCCl (dichloromethane). Product: BrC1=CC=C(C=C1)S(=O)(=O)N1CCC(CC1)C(=O)OCC (1-(4-bromophenylsulphonyl)-4-(ethoxycarbonyl)piperidine). Reactants: BrC1=CC=C(C=C1)S(=O)(=O)Cl (4-bromophenylsulphonyl chloride), C(C)OC(=O)C1CCNCC1 (4-(ethoxycarbonyl)piperidine). Run at time 8 hour. Reaction SMILES: [B:18]([Br:19])([Br:20])[Br:21].[Cl:23][CH2:24][Cl:25].[I:1][c:2]1[cH:3][c:4]([CH:8]=[CH:9][c:10]2[cH:11][cH:12][c:13]([O:16][CH3:17])[cH:14][cH:15]2)[cH:5][cH:6][cH:7]1.[OH2:22]>>[I:1][c:2]1[cH:3][c:4]([CH:8]=[CH:9][c:10]2[cH:11][cH:12][c:13]([OH:16])[cH:14][cH:15]2)[cH:5][cH:6][cH:7]1. Product: Oc1ccc(C=Cc2cccc(I)c2)cc1. The reactants are BrB(Br)Br, ClCCl, COc1ccc(C=Cc2cccc(I)c2)cc1, O.